This data is from the Open Reaction Database (ORD), a public repository of structured organic reaction records. The task is: describe an organic reaction: reactants, conditions, products, and yield Reactants: ice, C1(=CC=CC=C1)[C@H]1[C@@H](C1)C(=O)O ((1R, 2R)-2-phenyl-cyclopropane carboxylic acid), C1(=CC=CC=C1)[C@H]1[C@@H](C1)C(=O)O (racemic trans-2-phenyl-cyclopropane carboxylic acid), ClC(=O)OCC (ethyl chloroformate). The reagents and catalysts are CN(C1=CC=NC=C1)C (4-dimethylaminopyridine). Solvent: C(C)N(CC)CC (triethylamine). Reaction conditions: time 1 hour. The product is C(C)OC(=O)[C@H]1[C@@H](C1)C1=CC=CC=C1 ((1R, 2R)-2-Phenyl-cyclopropanecarboxylic acid ethyl ester). Reaction SMILES: [C:1]1([C@@H:7]2[CH2:9][C@H:8]2[C:10]([OH:12])=[O:11])[CH:6]=[CH:5][CH:4]=[CH:3][CH:2]=1.ClC(O[CH2:17][CH3:18])=O>CN(C)C1C=CN=CC=1.C(N(CC)CC)C>[CH2:17]([O:11][C:10]([C@@H:8]1[CH2:9][C@H:7]1[C:1]1[CH:6]=[CH:5][CH:4]=[CH:3][CH:2]=1)=[O:12])[CH3:18]. Procedure details: To an ice cold solution of 1.62 g of (1R, 2R)-2-phenyl-cyclopropane carboxylic acid (from racemic trans-2-phenyl-cyclopropane carboxylic acid by resolution on a chiral HPLC column) and 2.0 mL of triethylamine and 0.12 g of 4-dimethylaminopyridine was added 1.2 mL of ethyl chloroformate The mixture was allowed to warm and stir for 1 h, then washed with 25 mL of 3N HCl, 25 mL of water, 25 mL of saturated sodium carbonate and dried over magnesium sulfate. Removal of solvents under reduced pressure ... Starting materials: O (water), FC(C=1C=C(C(=O)N2C(CC(CC2)N2CCNCC2)CC2=CC=CC=C2)C=C(C1)C(F)(F)F)(F)F ((±)-1-[3,5-bis(trifluoromethyl)benzoyl]-2-(phenylmethyl)-4-(1-piperazinyl)piperidine), ClCC#N (chloroacetonitrile), C([O-])([O-])=O.[Na+].[Na+] (sodium carbonate). Run in CC(=O)CC(C)C (methylisobutyl keton). The product is FC(C=1C=C(C(=O)N2[C@H](C[C@H](CC2)N2CCN(CC2)CC#N)CC2=CC=CC=C2)C=C(C1)C(F)(F)F)(F)F ((±)-cis-1-[3,5-bis (trifluoromethyl)benzoyl]-4-[4-(cyanomethyl)-1-piperazinyl]-2-(phenylmethyl)piperidine). Isolated yield 53.2%. Reaction SMILES: [F:1][C:2]([F:35])([F:34])[C:3]1[CH:4]=[C:5]([CH:27]=[C:28]([C:30]([F:33])([F:32])[F:31])[CH:29]=1)[C:6]([N:8]1[CH2:13][CH2:12][CH:11]([N:14]2[CH2:19][CH2:18][NH:17][CH2:16][CH2:15]2)[CH2:10][CH:9]1[CH2:20][C:21]1[CH:26]=[CH:25][CH:24]=[CH:23][CH:22]=1)=[O:7].Cl[CH2:37][C:38]#[N:39].C(=O)([O-])[O-].[Na+].[Na+].O>CC(CC(C)C)=O>[F:35][C:2]([F:34])([F:1])[C:3]1[CH:4]=[C:5]([CH:27]=[C:28]([C:30]([F:33])([F:31])[F:32])[CH:29]=1)[C:6]([N:8]1[CH2:13][CH2:12][C@H:11]([N:14]2[CH2:15][CH2:16][N:17]([CH2:37][C:38]#[N:39])[CH2:18][CH2:19]2)[CH2:10][C@@H:9]1[CH2:20][C:21]1[CH:26]=[CH:25][CH:24]=[CH:23][CH:22]=1)=[O:7] |f:2.3.4|. Procedure: A mixture of (±)-1-[3,5-bis(trifluoromethyl)benzoyl]-2-(phenylmethyl)-4-(1-piperazinyl)piperidine (0.0127 mol), chloroacetonitrile (0.013 mol) and sodium carbonate (0.013 mol) in methylisobutyl keton (100 ml) was stirred and refluxed. The mixture was cooled and water was added. The organic layer was separated, dried, filtered and the solvent was evaporated. The residue was purified over silica gel on a glass filter (eluent: CH2Cl2/CH3OH 100/0, 99.5/0.5 and 99/1). The pure fractions were collecte... Reactants: ClCl (chlorine), ClC=1C=C(C(=O)Cl)C=CC1C (3-chloro-4-methylbenzoyl chloride), ClCl (Chlorine), [Cl-].[Cl-].[Cl-].[Al+3] (Aluminum trichloride). The solvent is ClCCl (dichloromethane). Reaction conditions: time 6 hour. Product: ClC=1C=C(C(=O)Cl)C=C(C1C)Cl (3,5-dichloro-4-methylbenzoyl chloride). RXN SMILES: [Cl:1]Cl.[Cl:3][C:4]1[CH:5]=[C:6]([CH:10]=[CH:11][C:12]=1[CH3:13])[C:7]([Cl:9])=[O:8].[Cl-].[Cl-].[Cl-].[Al+3]>ClCCl>[Cl:3][C:4]1[CH:5]=[C:6]([CH:10]=[C:11]([Cl:1])[C:12]=1[CH3:13])[C:7]([Cl:9])=[O:8] |f:2.3.4.5|. Reported procedure: A jacketed kettle was equipped with a chiller, overhead stirrer, thermometer, and connections to a chlorine tank and a caustic scrubber. The kettle was charged with the previously prepared 3-chloro-4-methylbenzoyl chloride (1 part) and dichloromethane (6.8 parts). Aluminum trichloride (0.8 parts) was added, and the resulting red-brown mixture was cooled with agitation to 3°-5°--C. Chlorine (0.37 parts) was introduced at a sufficient rate to keep the reaction temperature below 10°--C. The reactor... Reactants: CC1=CC(=CC(=N1)N1CC(C1)N)C(F)(F)F (1-(6-methyl-4-trifluoromethylpyridin-2-yl)azetidin-3-ylamine), BrC1=C(C=CC=C1)N=C=O (2-bromophenyl isocyanate). The solvent is ClCCl (dichloromethane). Run at time 8 hour. Yields the product BrC1=C(C=CC=C1)NC(=O)NC1CN(C1)C1=NC(=CC(=C1)C(F)(F)F)C (N-(2-Bromophenyl)-N′-[1-(6-methyl-4-trifluoromethylpyridin-2-yl)azetidin-3-yl]urea). Isolated yield 64.0%. Reaction SMILES: [CH3:1][C:2]1[N:7]=[C:6]([N:8]2[CH2:11][CH:10]([NH2:12])[CH2:9]2)[CH:5]=[C:4]([C:13]([F:16])([F:15])[F:14])[CH:3]=1.[Br:17][C:18]1[CH:23]=[CH:22][CH:21]=[CH:20][C:19]=1[N:24]=[C:25]=[O:26]>ClCCl>[Br:17][C:18]1[CH:23]=[CH:22][CH:21]=[CH:20][C:19]=1[NH:24][C:25]([NH:12][CH:10]1[CH2:11][N:8]([C:6]2[CH:5]=[C:4]([C:13]([F:14])([F:16])[F:15])[CH:3]=[C:2]([CH3:1])[N:7]=2)[CH2:9]1)=[O:26]. Procedure details: A mixture of 1-(6-methyl-4-trifluoromethylpyridin-2-yl)azetidin-3-ylamine, D12 (100 mg, 0.432 mM) and 2-bromophenyl isocyanate (86 mg, 0.432 mM) in dichloromethane (5 ml) was kept at room temperature overnight. The resultant solid was removed by centrifugation, washed with diethyl ether and dried in vacuo, to give the title compound as a colourless solid, (119 mg, 64%). MH+ 429 and 431; 1H NMR (250 MHz, d6DMSO) δ: 2.39 (3H, s), 3.75-3.88 (2H, dd), 4.30 (2H, t), 4.50-4.66 (1H, m), 6.48 (1H, s), 6... Run in CCO (EtOH). RXN SMILES: [CH2:1]([O:3][C:4]([C:6]1[C:15]2[C:10](=[CH:11][CH:12]=[CH:13][C:14]=2[CH:16]=[CH2:17])[CH:9]=[CH:8][CH:7]=1)=[O:5])[CH3:2].C(O)(=O)C>CCO.[Pd]>[CH2:1]([O:3][C:4]([C:6]1[C:15]2[C:10](=[CH:11][CH:12]=[CH:13][C:14]=2[CH2:16][CH3:17])[CH:9]=[CH:8][CH:7]=1)=[O:5])[CH3:2]. Reagents/catalysts: [Pd] (Pd/C). Procedure details: A solution of 8-vinyl-naphthalene-1-carboxylic acid ethyl ester (1.1 g) in EtOH (25 ml) was treated with acetic acid (1 ml) and Pd/C (270 mg; 10%) and hydrogenated at normal pressure overnight. The catalyst was filtered off. The filtrate was concentrated. The crude product was isolated by chromatography (silica gel; gradient: cyclohexane→cyclohexane/EtOAc 3:2) to give 8-ethyl-naphthalene-1-carboxylic acid ethyl ester (1.05 g) as colorless liquid. MS (ISP): 229.3 ((M+H)+.). The product is C(C)OC(=O)C1=CC=CC2=CC=CC(=C12)CC (8-ethyl-naphthalene-1-carboxylic acid ethyl ester). Isolated yield 94.6%. The reactants are C(C)OC(=O)C1=CC=CC2=CC=CC(=C12)C=C (8-vinyl-naphthalene-1-carboxylic acid ethyl ester), C(C)(=O)O (acetic acid). The reactants are CN1C(=NC2=C1C=CC(=C2)C(=O)O)NC=2SC1=C(N2)C=CC(=C1)OC(F)(F)F (1-methyl-2-(6-trifluoromethoxy-benzothiazol-2-ylamino)-1H-benzoimidazole-5-carboxylic acid), CCN(C(C)C)C(C)C (DIEA), COCCN (2-methoxy-ethylamine), C=1C=CC(=CC1)P(=O)(C=2C=CC=CC2)N=[N+]=[N-] (DPPA). Product: COCCNC(=O)C1=CC2=C(N(C(=N2)NC=2SC3=C(N2)C=CC(=C3)OC(F)(F)F)C)C=C1 (1-Methyl-2-(6-trifluoromethoxy-benzothiazol-2-ylamino)-1H-benzo-imidazole-5-carboxylic acid (2-methoxy-ethyl)-amide). The yield is 19.7%. As a reaction SMILES: [CH3:1][N:2]1[C:6]2[CH:7]=[CH:8][C:9]([C:11]([OH:13])=O)=[CH:10][C:5]=2[N:4]=[C:3]1[NH:14][C:15]1[S:16][C:17]2[CH:23]=[C:22]([O:24][C:25]([F:28])([F:27])[F:26])[CH:21]=[CH:20][C:18]=2[N:19]=1.[CH3:29][O:30][CH2:31][CH2:32][NH2:33].C1C=CC(P(N=[N+]=[N-])(C2C=CC=CC=2)=O)=CC=1.CCN(C(C)C)C(C)C>>[CH3:29][O:30][CH2:31][CH2:32][NH:33][C:11]([C:9]1[CH:8]=[CH:7][C:6]2[N:2]([CH3:1])[C:3]([NH:14][C:15]3[S:16][C:17]4[CH:23]=[C:22]([O:24][C:25]([F:27])([F:28])[F:26])[CH:21]=[CH:20][C:18]=4[N:19]=3)=[N:4][C:5]=2[CH:10]=1)=[O:13]. Procedure: 1-Methyl-2-(6-trifluoromethoxy-benzothiazol-2-ylamino)-1H-benzo-imidazole-5-carboxylic acid (2-methoxy-ethyl)-amide (22 mg) was prepared by following General Procedure N starting from 1-methyl-2-(6-trifluoromethoxy-benzothiazol-2-ylamino)-1H-benzoimidazole-5-carboxylic acid (100 mg), 2-methoxy-ethylamine (18 mg), DPPA (53 uL), and DIEA (43 uL). LC/MS: m/z 466.9. 1H NMR (DMSO-d6, 400 MHz): δ 12.36 (bs, 1H), 8.47 (s, 1H), 8.08 (s, 1H), 7.89 (s, 1H), 7.76 (s, 1H), 7.71 (d, 1H), 7.47 (d, 1H), 7.34 (...